Dataset: the Open Reaction Database (ORD), a public repository of structured organic reaction records. Task: describe an organic reaction: reactants, conditions, products, and yield Starting materials: CC1(OCC2OC2C1)C (4,4-dimethyl-3,7-dioxa-bicyclo[4.1.0]heptane), C1(=CC=CC=C1)[C@@H](C)N ((R)-1-phenylethanamine). The solvent is C(C)(C)O (isopropanol). Conditions: temperature 80 celsius, time 6 day. Yields the product CC1(OC[C@H]([C@@H](C1)O)N[C@H](C)C1=CC=CC=C1)C ((4R,5R)-2,2-dimethyl-5-((R)-1-phenylethylamino)-tetrahydro-2H-pyran-4-ol), CC1(OC[C@@H]([C@H](C1)O)N[C@H](C)C1=CC=CC=C1)C ((4S,5S)-2,2-dimethyl-5-((R)-1-phenylethylamino)-tetrahydro-2H-pyran-4-ol). RXN SMILES: [CH3:1][C:2]1([CH3:9])[CH2:8][CH:7]2[CH:5]([O:6]2)[CH2:4][O:3]1.[C:10]1([C@H:16]([NH2:18])[CH3:17])[CH:15]=[CH:14][CH:13]=[CH:12][CH:11]=1>C(O)(C)C>[CH3:1][C:2]1([CH3:9])[CH2:8][C@@H:7]([OH:6])[C@H:5]([NH:18][C@@H:16]([C:10]2[CH:15]=[CH:14][CH:13]=[CH:12][CH:11]=2)[CH3:17])[CH2:4][O:3]1.[CH3:1][C:2]1([CH3:9])[CH2:8][C@H:7]([OH:6])[C@@H:5]([NH:18][C@@H:16]([C:10]2[CH:15]=[CH:14][CH:13]=[CH:12][CH:11]=2)[CH3:17])[CH2:4][O:3]1. Procedure: A mixture of 4,4-dimethyl-3,7-dioxa-bicyclo[4.1.0]heptane (7.0 g, 54 mmol) and (R)-1-phenylethanamine (9.9 g, 82 mmol) in isopropanol (50 mL) was stirred at 80° C. for 6 days. The reaction mixture was cooled to room temperature and concentrated under reduced pressure. The residue was purified by silica gel chromatography (elute:petroleum ether:dichloromethane containing 1% ammonia-methanol (7 M), 10:1 to dichloromethane containing 1% ammonia/methanol (7 M) to afford (4R,5R)-2,2-dimethyl-5-((R)-1... The reactants are [OH-].[Na+] (NaOH), C(CC(O)(C(=O)O)CC(=O)O)(=O)O (citric acid), solution, N([C@@H](CCCCNC(=O)OCC1=CC=CC=C1)C(=O)N[C@@H](CC(C)C)C(=O)N[C@@H](CC(C)C)C(=O)OC)C(=O)OC(C)(C)C (Boc-Lys(Z)-Leu-Leu-OMe). Solvent: O (water), O (water), CC(=O)C (acetone). Reaction conditions: time 40 minute. The product is N([C@@H](CCCCNC(=O)OCC1=CC=CC=C1)C(=O)N[C@@H](CC(C)C)C(=O)N[C@@H](CC(C)C)C(=O)O)C(=O)OC(C)(C)C (Boc-Lys(Z)-Leu-Leu-OH). Reaction SMILES: [NH:1]([C:38]([O:40][C:41]([CH3:44])([CH3:43])[CH3:42])=[O:39])[C@H:2]([C:18]([NH:20][C@H:21]([C:26]([NH:28][C@H:29]([C:34]([O:36]C)=[O:35])[CH2:30][CH:31]([CH3:33])[CH3:32])=[O:27])[CH2:22][CH:23]([CH3:25])[CH3:24])=[O:19])[CH2:3][CH2:4][CH2:5][CH2:6][NH:7][C:8]([O:10][CH2:11][C:12]1[CH:17]=[CH:16][CH:15]=[CH:14][CH:13]=1)=[O:9].[OH-].[Na+].C(O)(=O)CC(CC(O)=O)(C(O)=O)O>CC(C)=O.O>[NH:1]([C:38]([O:40][C:41]([CH3:44])([CH3:43])[CH3:42])=[O:39])[C@H:2]([C:18]([NH:20][C@H:21]([C:26]([NH:28][C@H:29]([C:34]([OH:36])=[O:35])[CH2:30][CH:31]([CH3:32])[CH3:33])=[O:27])[CH2:22][CH:23]([CH3:24])[CH3:25])=[O:19])[CH2:3][CH2:4][CH2:5][CH2:6][NH:7][C:8]([O:10][CH2:11][C:12]1[CH:17]=[CH:16][CH:15]=[CH:14][CH:13]=1)=[O:9] |f:1.2|. Reported procedure: Boc-Lys(Z)-Leu-Leu-OMe (12.0 g, 19.33 mmol) was dissolved in acetone (41.0 g, 52 mL) at 22-23° C. A solution of NaOH (1.94 g, 48.5 mmol) in water (18.0 g) was added over 5 min. After stirring for 40 min., the reaction was quenched with a solution of citric acid (10.2 g, 53.0 mmol) in water (18.0 g). The acetone was removed on a rotary evaporator at 40° C. The remaining mixture was extracted with ethyl acetate (2×65 mL). The EtOAc extract was washed with water (50 g) then with aqueous saturated s... The solvent is C(C)(=O)O (acetic acid), ClCCl (dichloromethane). Procedure details: Bromination was done by treatment of 19a with bromine in a mixture of acetic acid and dichloromethane. The compound was an oil. RXN SMILES: [C:1]([N:4]1[C:12]2[C:7](=[CH:8][CH:9]=[CH:10][CH:11]=2)[CH:6]([CH2:13][CH2:14][S:15]([CH3:18])(=[O:17])=[O:16])[CH2:5]1)(=[O:3])[CH3:2].[Br:19]Br>C(O)(=O)C.ClCCl>[C:1]([N:4]1[C:12]2[C:7](=[CH:8][C:9]([Br:19])=[CH:10][CH:11]=2)[CH:6]([CH2:13][CH2:14][S:15]([CH3:18])(=[O:16])=[O:17])[CH2:5]1)(=[O:3])[CH3:2]. Starting materials: C(C)(=O)N1CC(C2=CC=CC=C12)CCS(=O)(=O)C (1-Acetyl-2,3-dihydro-3-[2-(methanesulphonyl)ethyl]-1H-indole), BrBr (bromine). The product is C(C)(=O)N1CC(C2=CC(=CC=C12)Br)CCS(=O)(=O)C (1-Acetyl-5-bromo-2,3-dihydro-3-[2-(methanesulphonyl)ethyl]-1H-indole). Starting materials: [H-].[Al+3].[Li+].[H-].[H-].[H-] (lithium aluminum hydride), CON(C(=O)C1C(C1)C=1C2=C(SC1)C=CC=C2)C (2-benzo[b]thiophen-3-yl-cyclopropanecarboxylic acid methoxy-methyl-amide). Solvent: O1CCCC1 (tetrahydrofuran). Reaction conditions: temperature -40 celsius, time 3 hour. Yields the product S1C2=C(C(=C1)[C@H]1[C@@H](C1)C=O)C=CC=C2 (trans-2-benzo[b]thiophen-3-yl-cyclopropanecarbaldehyde). Isolated yield 74.5%. As a reaction SMILES: [H-].[Al+3].[Li+].[H-].[H-].[H-].CON(C)[C:10]([CH:12]1[CH2:14][CH:13]1[C:15]1[C:16]2[CH:23]=[CH:22][CH:21]=[CH:20][C:17]=2[S:18][CH:19]=1)=[O:11]>O1CCCC1>[S:18]1[CH:19]=[C:15]([C@@H:13]2[CH2:14][C@H:12]2[CH:10]=[O:11])[C:16]2[CH:23]=[CH:22][CH:21]=[CH:20][C:17]1=2 |f:0.1.2.3.4.5|. Reported procedure: Powdered lithium aluminum hydride (3.05 g, 80.4 mmol) was carefully added portionwise to a stirred solution of 2-benzo[b]thiophen-3-yl-cyclopropanecarboxylic acid methoxy-methyl-amide (3.50 g, 13.4 mmol) in anhydrous tetrahydrofuran (300 ml) at −40° C. under N2. The resulting mixture was stirred at −40° C. for 3 h. The reaction was quenched with ethyl acetate (100 ml) and allowed to warmed to room temperature. After 20 min, water (5 ml) was added followed by a solution of aqueous sodium hydroxid... As a reaction SMILES: [Cl:35][C:36](=[O:37])[O:38][c:39]1[cH:40][cH:41][c:42]([N+:45](=[O:46])[O-:47])[cH:43][cH:44]1.[Cl:48][CH2:49][Cl:50].[NH2:1][CH2:2][c:3]1[cH:4][c:5]([CH2:6][n:7]2[c:8](=[O:25])[c:9]([Br:24])[c:10]([O:14][CH2:15][c:16]3[c:17]([F:23])[cH:18][c:19]([F:22])[cH:20][cH:21]3)[cH:11][c:12]2[CH3:13])[cH:26][cH:27][cH:28]1.[cH:29]1[cH:30][cH:31][n:32][cH:33][cH:34]1>>[NH:1]([CH2:2][c:3]1[cH:4][c:5]([CH2:6][n:7]2[c:8](=[O:25])[c:9]([Br:24])[c:10]([O:14][CH2:15][c:16]3[c:17]([F:23])[cH:18][c:19]([F:22])[cH:20][cH:21]3)[cH:11][c:12]2[CH3:13])[cH:26][cH:27][cH:28]1)[C:36](=[O:37])[O:38][c:39]1[cH:40][cH:41][c:42]([N+:45](=[O:46])[O-:47])[cH:43][cH:44]1. The reactants are O=C(Cl)Oc1ccc([N+](=O)[O-])cc1, ClCCl, Cc1cc(OCc2ccc(F)cc2F)c(Br)c(=O)n1Cc1cccc(CN)c1, c1ccncc1. The product is Cc1cc(OCc2ccc(F)cc2F)c(Br)c(=O)n1Cc1cccc(CNC(=O)Oc2ccc([N+](=O)[O-])cc2)c1.